This data is from the Open Reaction Database (ORD), a public repository of structured organic reaction records. The task is: describe an organic reaction: reactants, conditions, products, and yield Starting materials: CN(C)CC1=CC=C(C=C1)C1=CNC(C2=CC=CC(=C12)O)=O (1,2-Dihydro-4-[4-(dimethylaminomethyl)phenyl]-5-hydroxy-1-oxoisoquinoline), Br (hydrobromic acid). Solvent: CO (methanol). The product is Br.CN(C)CC1=CC=C(C=C1)C1=CNC(C2=CC=CC(=C12)O)=O (1,2-Dihydro-4-[4-(dimethylaminomethyl)phenyl]-5-hydroxy-1-oxoisoquinoline hydrobromide). The yield is 98.1%. As a reaction SMILES: [CH3:1][N:2]([CH2:4][C:5]1[CH:10]=[CH:9][C:8]([C:11]2[C:20]3[C:15](=[CH:16][CH:17]=[CH:18][C:19]=3[OH:21])[C:14](=[O:22])[NH:13][CH:12]=2)=[CH:7][CH:6]=1)[CH3:3].[BrH:23]>CO>[BrH:23].[CH3:3][N:2]([CH2:4][C:5]1[CH:6]=[CH:7][C:8]([C:11]2[C:20]3[C:15](=[CH:16][CH:17]=[CH:18][C:19]=3[OH:21])[C:14](=[O:22])[NH:13][CH:12]=2)=[CH:9][CH:10]=1)[CH3:1] |f:3.4|. Reported procedure: To a suspension of the compound of Example 1 (200 mg, 679 μmol) in methanol (10 mL) was used 1 mol/L hydrobromic acid (679 μL, 679 μmol), and, through the process similar to Example 121, 250 mg of the title compound were afforded as light brown powder. Yield 97%. Starting materials: C1CCOC1, [Cl-], COC(=O)c1ccnc(Cl)c1, Fc1ccc(C[Zn+])cc1, c1ccc(P(c2ccccc2)(c2ccccc2)[Pd](P(c2ccccc2)(c2ccccc2)c2ccccc2)(P(c2ccccc2)(c2ccccc2)c2ccccc2)P(c2ccccc2)(c2ccccc2)c2ccccc2)cc1. Yields the product COC(=O)c1ccnc(Cc2ccc(F)cc2)c1. As a reaction SMILES: [CH2:22]1[O:23][CH2:24][CH2:25][CH2:26]1.[Cl-:12].[Cl:1][c:2]1[cH:3][c:4]([C:5](=[O:6])[O:7][CH3:8])[cH:9][cH:10][n:11]1.[F:13][c:14]1[cH:15][cH:16][c:17]([CH2:18][Zn+:19])[cH:20][cH:21]1.[cH:27]1[cH:28][cH:29][c:30]([P:31]([Pd:32]([P:33]([c:34]2[cH:35][cH:36][cH:37][cH:38][cH:39]2)([c:40]2[cH:41][cH:42][cH:43][cH:44][cH:45]2)[c:46]2[cH:47][cH:48][cH:49][cH:50][cH:51]2)([P:52]([c:53]2[cH:54][cH:55][cH:56][cH:57][cH:58]2)([c:59]2[cH:60][cH:61][cH:62][cH:63][cH:64]2)[c:65]2[cH:66][cH:67][cH:68][cH:69][cH:70]2)[P:71]([c:72]2[cH:73][cH:74][cH:75][cH:76][cH:77]2)([c:78]2[cH:79][cH:80][cH:81][cH:82][cH:83]2)[c:84]2[cH:85][cH:86][cH:87][cH:88][cH:89]2)([c:90]2[cH:91][cH:92][cH:93][cH:94][cH:95]2)[c:96]2[cH:97][cH:98][cH:99][cH:100][cH:101]2)[cH:102][cH:103]1>>[c:2]1([CH2:18][c:17]2[cH:16][cH:15][c:14]([F:13])[cH:21][cH:20]2)[cH:3][c:4]([C:5](=[O:6])[O:7][CH3:8])[cH:9][cH:10][n:11]1. The reactants are CN(C)C1(c2ccccc2)CCC(N)CC1, C1COCCO1, O=C(NCCc1c[nH]c2ccccc12)Oc1ccccc1. The product is CN(C)C1(c2ccccc2)CCC(NC(=O)NCCc2c[nH]c3ccccc23)CC1. Reaction SMILES: [CH3:1][N:2]([C:3]1([c:10]2[cH:11][cH:12][cH:13][cH:14][cH:15]2)[CH2:4][CH2:5][CH:6]([NH2:9])[CH2:7][CH2:8]1)[CH3:16].[O:38]1[CH2:39][CH2:40][O:41][CH2:42][CH2:43]1.[c:17]1([O:23][C:24](=[O:18])[NH:25][CH2:26][CH2:27][c:28]2[cH:29][nH:30][c:31]3[cH:32][cH:33][cH:34][cH:35][c:36]23)[cH:19][cH:20][cH:21][cH:22][cH:37]1>>[CH3:1][N:2]([C:3]1([c:10]2[cH:11][cH:12][cH:13][cH:14][cH:15]2)[CH2:4][CH2:5][CH:6]([NH:9][C:24](=[O:23])[NH:25][CH2:26][CH2:27][c:28]2[cH:29][nH:30][c:31]3[cH:32][cH:33][cH:34][cH:35][c:36]23)[CH2:7][CH2:8]1)[CH3:16]. Starting materials: [OH-].[Li+] (Lithium hydroxide), OCC1=C(SC=C1C)C(=O)OC (methyl 3-(hydroxymethyl)-4-methylthiophene-2-carboxylate), Cl (HCl). Solvent: C1CCOC1.CO.O (THF MeOH water). Reaction conditions: temperature 100 celsius. The product is OCC1=C(SC=C1C)C(=O)O (3-(hydroxymethyl)-4-methylthiophene-2-carboxylic acid). As a reaction SMILES: [OH:1][CH2:2][C:3]1[C:7]([CH3:8])=[CH:6][S:5][C:4]=1[C:9]([O:11]C)=[O:10].[OH-].[Li+].Cl>C1COCC1.CO.O>[OH:1][CH2:2][C:3]1[C:7]([CH3:8])=[CH:6][S:5][C:4]=1[C:9]([OH:11])=[O:10] |f:1.2,4.5.6|. Procedure details: In a 15 mL microwave tube, methyl 3-(hydroxymethyl)-4-methylthiophene-2-carboxylate (440 mg, 2.36 mmol, 1.0 eq) was dissolved in THF/MeOH/water (2:1:1, 2 mL). To above solution was added Lithium hydroxide (68 mg, 2.84 mmol). The mixture was heated at 100° C. for 30 min in microwave reactor, neutralized with 1 N HCl, extracted with dichloromethane, washed with brine and water. The organic phase was dried over MgSO4, filtered and concentrated. LC-MS (IE, m/z): 195.3 [M+Na]+; 1H NMR (500 MHz, CD3OD... Reactants: ClC(Cl)Cl, S=C(Cl)Cl, Nc1ccc(Cl)nc1. Yields the product S=C=Nc1ccc(Cl)nc1. As a reaction SMILES: [CH:13]([Cl:14])([Cl:15])[Cl:16].[Cl:1][C:2]([Cl:3])=[S:4].[NH2:5][c:6]1[cH:7][cH:8][c:9]([Cl:12])[n:10][cH:11]1>>[C:2](=[S:4])=[N:5][c:6]1[cH:7][cH:8][c:9]([Cl:12])[n:10][cH:11]1. The reactants are CC(=O)O, CC#N, COC(=O)c1cc2c(Cl)ccc(C)c2[nH]1, O=C(OC(=O)C(F)(F)F)C(F)(F)F, O. Product: COC(=O)c1[nH]c2c(C)ccc(Cl)c2c1C(C)=O. Reaction SMILES: [CH3:1][C:2]([OH:3])=[O:4].[CH3:34][C:35]#[N:36].[Cl:18][c:19]1[c:20]2[cH:21][c:22]([C:29](=[O:30])[O:31][CH3:32])[nH:23][c:24]2[c:25]([CH3:28])[cH:26][cH:27]1.[F:5][C:6]([F:7])([F:8])[C:9]([O:10][C:11](=[O:12])[C:13]([F:14])([F:15])[F:16])=[O:17].[OH2:33]>>[CH3:1][C:2](=[O:3])[c:21]1[c:20]2[c:19]([Cl:18])[cH:27][cH:26][c:25]([CH3:28])[c:24]2[nH:23][c:22]1[C:29](=[O:30])[O:31][CH3:32]. Reactants: C1=CC=CC=2C3=CC=CC=C3CC12 (fluorene), ClCCCC(=O)Cl (4-chlorobutyryl chloride), [Cl-].[Al+3].[Cl-].[Cl-] (aluminum chloride). The solvent is C(Cl)Cl (methylene chloride). Reaction conditions: time 16 hour. Product: ClCCCC(=O)C1=CC=2CC3=CC(=CC=C3C2C=C1)C(CCCCl)=O (2,7-Bis(4-chlorobutyryl)fluorene). RXN SMILES: [CH:1]1[C:13]2[CH2:12][C:11]3[C:6](=[CH:7][CH:8]=[CH:9][CH:10]=3)[C:5]=2[CH:4]=[CH:3][CH:2]=1.[Cl:14][CH2:15][CH2:16][CH2:17][C:18](Cl)=[O:19].[Cl-:21].[Al+3].[Cl-].[Cl-]>C(Cl)Cl>[Cl:14][CH2:15][CH2:16][CH2:17][C:18]([C:9]1[CH:8]=[CH:7][C:6]2[C:5]3[C:13](=[CH:1][C:2]([C:18](=[O:19])[CH2:17][CH2:16][CH2:15][Cl:21])=[CH:3][CH:4]=3)[CH2:12][C:11]=2[CH:10]=1)=[O:19] |f:2.3.4.5|. Procedure details: To a solution of 23.6g (0.142 mole) of fluorene and 50.0g (0.35 mole) of 4-chlorobutyryl chloride in 1500 ml of methylene chloride chilled to -20° C was added 39.8g (0.298 mole) of aluminum chloride with rapid stirring. The reaction mixture was refluxed four hours, stirred at room temperature for 16 hours, then poured onto ice/conc. Hcl. The organic layer was separated, washed with saturated sodium bicarbonate solution and dried over magnesium sulfate. After filtration, the methylene chloride so...